From a dataset of the Open Reaction Database (ORD), a public repository of structured organic reaction records. describe an organic reaction: reactants, conditions, products, and yield The reactants are NCCC1=CC=C(C=C1)S(=O)(=O)[O-].[K+] (potassium p-(2-aminoethyl)benzene sulfonate), N (ammonia), resultant mixture, [NH2-].[K+] (potassium amide), liquid. Product: NCCC1=CC=C(N)C=C1 (4-(2-aminoethyl)aniline). The yield is 82.2%. As a reaction SMILES: [NH2:1][CH2:2][CH2:3][C:4]1[CH:9]=[CH:8][C:7](S([O-])(=O)=O)=[CH:6][CH:5]=1.[K+].[NH2-:15].[K+].N>>[NH2:1][CH2:2][CH2:3][C:4]1[CH:9]=[CH:8][C:7]([NH2:15])=[CH:6][CH:5]=1 |f:0.1,2.3|. Procedure details: In a 200-ml autoclave were placed 12 grams (0.05 mole) of anhydrous potassium p-(2-aminoethyl)benzene sulfonate, 6.1 grams (0.11 mole) of potassium amide and 55 ml of liquid ammonia in the same manner as in Example 1. The resultant mixture was heated at 135° C for 5 hours. The reaction pressure in the autoclave was 115 atm. during the reaction. After the ammonia was removed, 10 ml of water was added to the reaction mixture for hydrolysis. The product was extracted with ether and the ether was di... The reactants are ClC1=C(N)C(=CC=C1)Cl (2,6-dichloroaniline), C(O)([O-])=O.[Na+] (sodium hydrogen carbonate), COC(C(C)Br)=O (α-bromopropionic acid methyl ester). Solvent: O (water). Yields the product COC(C(C)NC1=C(C=CC=C1Cl)Cl)=O (α-(2,6-dichloroanilino)-propionic acid methyl ester). RXN SMILES: [Cl:1][C:2]1[CH:8]=[CH:7][CH:6]=[C:5]([Cl:9])[C:3]=1[NH2:4].C(=O)([O-])O.[Na+].[CH3:15][O:16][C:17](=[O:21])[CH:18](Br)[CH3:19]>O>[CH3:15][O:16][C:17](=[O:21])[CH:18]([NH:4][C:3]1[C:2]([Cl:1])=[CH:8][CH:7]=[CH:6][C:5]=1[Cl:9])[CH3:19] |f:1.2|. Procedure: 40.5 g of 2,6-dichloroaniline, 21 g of sodium hydrogen carbonate and 84 ml of DL-α-bromopropionic acid methyl ester are stirred in a sulphonating flask for 2 days at 140° bath temperature. After cooling, the reaction mixture is poured into water and extracted with ethyl acetate. The combined ethyl acetate fractions are extracted once with saturated sodium chloride solution, dried over sodium sulphate and concentrated in a rotary evaporator. The excess α-bromopropionic acid methyl ester is recove...